This data is from the Open Reaction Database (ORD), a public repository of structured organic reaction records. The task is: describe an organic reaction: reactants, conditions, products, and yield Procedure: To produce a sulfide, the sulfur compound reactant stream 10b can be a mercaptan, such as methanethiol (methyl mercaptan) or ethanethiol (ethyl mercaptan). Either one of these mercaptans can be reacted with methanol or ethanol as the alcohol feed stream 8b to produce 2-thiopropane (dimethyl sulfide), 1-(methylthio)ethane (methyl ethyl sulfide), or 1,1′-thiobisethane (diethyl sulfide), depending upon the selected sulfur compound reactant stream 10b and alcohol feed stream 8b. For example, methane... Yields the product CSC (2-thiopropane), CSCC (1-(methylthio)ethane), S(CC)CC (1,1′-thiobisethane). Reactants: mercaptans, CO (methanol), alcohol, 8b, C(C)O (ethanol), 10b, C(C)S (ethanethiol), mercaptan, [S] (sulfur), CS (methanethiol). Reaction SMILES: [S].[CH3:2][SH:3].[CH2:4]([SH:6])[CH3:5].CO.[CH2:9](O)[CH3:10]>>[CH3:9][S:6][CH3:4].[CH3:2][S:3][CH2:4][CH3:5].[S:6]([CH2:9][CH3:10])[CH2:4][CH3:5] |^3:0|.